Dataset: the Open Reaction Database (ORD), a public repository of structured organic reaction records. Task: describe an organic reaction: reactants, conditions, products, and yield The reactants are ClCCl, CC(C)(Cl)CCC(C)(C)CC(Cl)(Cl)Cl, [Na+], [OH-]. Reaction SMILES: [Cl:17][CH2:18][Cl:19].[Cl:1][C:2]([CH2:3][C:4]([CH2:5][CH2:6][C:7]([CH3:8])([CH3:9])[Cl:10])([CH3:11])[CH3:12])([Cl:13])[Cl:14].[Na+:16].[OH-:15]>>[Cl:1][C:2]#[C:3][C:4]([CH2:5][CH2:6][C:7]([CH3:8])([CH3:9])[Cl:10])([CH3:11])[CH3:12]. Product: CC(C)(Cl)CCC(C)(C)C#CCl.